From a dataset of the Open Reaction Database (ORD), a public repository of structured organic reaction records. describe an organic reaction: reactants, conditions, products, and yield RXN SMILES: [BH4-:25].[C:1]([CH3:2])([CH3:3])([CH3:4])[O:5][C:6](=[O:7])[NH:8][CH:9]([C:10](=[O:11])[O:12][CH3:13])[CH2:14][NH:15][C:16](=[O:17])[O:18][C:19]([CH3:20])([CH3:21])[CH3:22].[CH2:31]1[O:32][CH2:33][CH2:34][CH2:35]1.[CH3:27][C:28](=[O:29])[OH:30].[CH3:36][CH2:37][OH:38].[Cl-:24].[Li+:23].[Na+:26]>>[C:1]([CH3:2])([CH3:3])([CH3:4])[O:5][C:6](=[O:7])[NH:8][CH:9]([CH2:10][OH:11])[CH2:14][NH:15][C:16](=[O:17])[O:18][C:19]([CH3:20])([CH3:21])[CH3:22]. The reactants are [BH4-], COC(=O)C(CNC(=O)OC(C)(C)C)NC(=O)OC(C)(C)C, C1CCOC1, CC(=O)O, CCO, [Cl-], [Li+], [Na+]. The product is CC(C)(C)OC(=O)NCC(CO)NC(=O)OC(C)(C)C. Starting materials: C1(C(=C)CC(=O)O1)=O (Itaconic anhydride), NC=1C=C2C(=C(C=NC2=CC1)C#N)NC1=CC(=CC=C1)Br (6-amino-4-[(3-bromophenyl)amino]-3-quinolinecarbonitrile), ice water, CCCCCC (hexane). Solvent: C(C)(=O)OCC (ethyl acetate). Conditions: time 8 hour. Yields the product BrC=1C=C(C=CC1)NC1=C(C=NC2=CC=C(C=C12)NC(CC(C(=O)O)=C)=O)C#N (4-[[4-[(3-Bromophenyl)amino]-3-cyano-6-quinolinyl]-amino]-2-methylene-4-oxo-butanoic acid). Isolated yield 66.5%. As a reaction SMILES: [C:1]1(=[O:8])[O:7][C:5](=[O:6])[CH2:4][C:2]1=[CH2:3].[NH2:9][C:10]1[CH:11]=[C:12]2[C:17](=[CH:18][CH:19]=1)[N:16]=[CH:15][C:14]([C:20]#[N:21])=[C:13]2[NH:22][C:23]1[CH:28]=[CH:27][CH:26]=[C:25]([Br:29])[CH:24]=1.CCCCCC>C(OCC)(=O)C>[Br:29][C:25]1[CH:24]=[C:23]([NH:22][C:13]2[C:12]3[C:17](=[CH:18][CH:19]=[C:10]([NH:9][C:5](=[O:6])[CH2:4][C:2](=[CH2:3])[C:1]([OH:7])=[O:8])[CH:11]=3)[N:16]=[CH:15][C:14]=2[C:20]#[N:21])[CH:28]=[CH:27][CH:26]=1. Procedure: Itaconic anhydride (0.14 g, 1.25 mmol) was added portionwise to a solution of 0.1 g (0.30 mmol) of 6-amino-4-[(3-bromophenyl)amino]-3-quinolinecarbonitrile in 2 mL of ethyl acetate under N2. After stirring at room temperature overnight, the reaction solution was added into ice water and hexane. The product was collected, washed with water, ether and hexane, and dried in vacuo to give 0.09 g (68%) of yellowish brown solid; ESMS m/z 451.2 (M+H+). Starting materials: COC1=CC=C(C=C1)CC#N (4-methoxyphenylacetonitrile), [H-].[Na+] (NaH), ClCCOCCCl (2-chloroethyl ether). The solvent is CS(=O)C (DMSO). Reaction conditions: time 3 hour. The product is C(#N)C1(CCOCC1)C1=CC=C(C=C1)OC (4-(1-Cyano-4-oxa-cyclohexyl)anisole). The yield is 70.6%. Reaction SMILES: [CH3:1][O:2][C:3]1[CH:8]=[CH:7][C:6]([CH2:9][C:10]#[N:11])=[CH:5][CH:4]=1.[H-].[Na+].Cl[CH2:15][CH2:16][O:17][CH2:18][CH2:19]Cl>CS(C)=O>[C:10]([C:9]1([C:6]2[CH:7]=[CH:8][C:3]([O:2][CH3:1])=[CH:4][CH:5]=2)[CH2:19][CH2:18][O:17][CH2:16][CH2:15]1)#[N:11] |f:1.2|. Procedure: To a solution of 4-methoxyphenylacetonitrile (5 g, 34 mmol) and NaH (2.8 g, 71 mmol) in DMSO (50 ml) was added 2-chloroethyl ether (5.3 g, 37 mmol) with cooling. The mixture was stirred at room temperature for 3 h, quenched with water, and extracted with CH2Cl2. The combined extracts were dried (Na2SO4) and concentrated in vacuo to give an oil which was purified by a column chromatography to give Compound 88 (5.3 g, 24 mmol, 71%) as a colorless oil. The reactants are NNC(=O)c1ccccc1, CCC(=O)c1cccnc1, CCO. Yields the product CCC(=NNC(=O)c1ccccc1)c1cccnc1. Reaction SMILES: [C:11]([c:12]1[cH:13][cH:14][cH:15][cH:16][cH:17]1)(=[O:18])[NH:19][NH2:20].[C:1]([CH2:2][CH3:3])(=[O:4])[c:5]1[cH:6][n:7][cH:8][cH:9][cH:10]1.[CH3:21][CH2:22][OH:23]>>[C:1]([CH2:2][CH3:3])([c:5]1[cH:6][n:7][cH:8][cH:9][cH:10]1)=[N:20][NH:19][C:11]([c:12]1[cH:13][cH:14][cH:15][cH:16][cH:17]1)=[O:18].